Dataset: the Open Reaction Database (ORD), a public repository of structured organic reaction records. Task: describe an organic reaction: reactants, conditions, products, and yield The reactants are [BH4-], O=C(c1ccccc1)c1cccc(Br)c1, CO, [Na+], O. Yields the product OC(c1ccccc1)c1cccc(Br)c1. Reaction SMILES: [BH4-:16].[Br:1][c:2]1[cH:3][c:4]([C:5](=[O:6])[c:7]2[cH:8][cH:9][cH:10][cH:11][cH:12]2)[cH:13][cH:14][cH:15]1.[CH3:18][OH:19].[Na+:17].[OH2:20]>>[Br:1][c:2]1[cH:3][c:4]([CH:5]([OH:6])[c:7]2[cH:8][cH:9][cH:10][cH:11][cH:12]2)[cH:13][cH:14][cH:15]1. The reactants are COC(=O)c1ccc2c(c1)N(S(=O)(=O)c1ccc(C(C)(C)C)cc1)Cc1ccc(C(F)(F)F)nc1N2, CC(=O)O, Cl, [Na+], [OH-], O. The product is CC(C)(C)c1ccc(S(=O)(=O)N2Cc3ccc(C(F)(F)F)nc3Nc3ccc(C(=O)O)cc32)cc1. RXN SMILES: [C:1]([CH3:2])([CH3:3])([CH3:4])[c:5]1[cH:6][cH:7][c:8]([S:11](=[O:12])(=[O:13])[N:14]2[CH2:15][c:16]3[c:17]([n:29][c:30]([C:33]([F:34])([F:35])[F:36])[cH:31][cH:32]3)[NH:18][c:19]3[c:20]2[cH:21][c:22]([C:25](=[O:26])[O:27][CH3:28])[cH:23][cH:24]3)[cH:9][cH:10]1.[CH3:41][C:42](=[O:43])[OH:44].[ClH:38].[Na+:40].[OH-:39].[OH2:37]>>[C:1]([CH3:2])([CH3:3])([CH3:4])[c:5]1[cH:6][cH:7][c:8]([S:11](=[O:12])(=[O:13])[N:14]2[CH2:15][c:16]3[c:17]([n:29][c:30]([C:33]([F:34])([F:35])[F:36])[cH:31][cH:32]3)[NH:18][c:19]3[c:20]2[cH:21][c:22]([C:25](=[O:26])[OH:27])[cH:23][cH:24]3)[cH:9][cH:10]1. Reactants: Cc1cc([N+](=O)[O-])ccc1N1CCCS1(=O)=O, C1CCOC1. Yields the product Cc1cc(N)ccc1N1CCCS1(=O)=O. As a reaction SMILES: [CH3:1][c:2]1[c:3]([N:11]2[S:12](=[O:16])(=[O:17])[CH2:13][CH2:14][CH2:15]2)[cH:4][cH:5][c:6]([N+:8]([O-:9])=[O:10])[cH:7]1.[O:18]1[CH2:19][CH2:20][CH2:21][CH2:22]1>>[CH3:1][c:2]1[c:3]([N:11]2[S:12](=[O:16])(=[O:17])[CH2:13][CH2:14][CH2:15]2)[cH:4][cH:5][c:6]([NH2:8])[cH:7]1. Starting materials: FC1=C(C=CC=C1F)[C@]1(N=C(O[C@@H](C1)C(F)(F)F)N)C ((4S,6S)-4-(2,3-difluorophenyl)-4-methyl-6-(trifluoromethyl)-5,6-dihydro-4H-1,3-oxazin-2-amine), S(O)(O)(=O)=O (sulfuric acid), [N+](=O)([O-])[O-].[Na+] (sodium nitrate). Run at time 15 minute. Product: FC1=C(C=C(C=C1F)[N+](=O)[O-])[C@]1(N=C(O[C@@H](C1)C(F)(F)F)N)C ((4S,6S)-4-(2,3-difluoro-5-nitrophenyl)-4-methyl-6-(trifluoromethyl)-5,6-dihydro-4H-1,3-oxazin-2-amine). The yield is 98.3%. As a reaction SMILES: [F:1][C:2]1[C:7]([F:8])=[CH:6][CH:5]=[CH:4][C:3]=1[C@:9]1([CH3:20])[CH2:14][C@@H:13]([C:15]([F:18])([F:17])[F:16])[O:12][C:11]([NH2:19])=[N:10]1.S(=O)(=O)(O)O.[N+:26]([O-])([O-:28])=[O:27].[Na+]>>[F:1][C:2]1[C:7]([F:8])=[CH:6][C:5]([N+:26]([O-:28])=[O:27])=[CH:4][C:3]=1[C@:9]1([CH3:20])[CH2:14][C@@H:13]([C:15]([F:18])([F:16])[F:17])[O:12][C:11]([NH2:19])=[N:10]1 |f:2.3|. Procedure details: To a cooled (ice bath) solution of (4S,6S)-4-(2,3-difluorophenyl)-4-methyl-6-(trifluoromethyl)-5,6-dihydro-4H-1,3-oxazin-2-amine (4.94 g, 16.79 mmol) in sulfuric acid (20 ml, 375 mmol) was added sodium nitrate (1.855 g, 21.83 mmol) in one portion. After stirring for 15 min, ice bath was removed, and the mixture was stirred at room temperature for 1 h. The reaction mixture was poured into ice water containing potassium carbonate (18g). The resulting suspension was extracted with EtOAc (2×). The o... As a reaction SMILES: ClN[NH:3][C:4]1[CH:5]=[C:6]([CH:11]=[CH:12][C:13]=1[O:14][CH3:15])[C:7]([O:9][CH3:10])=[O:8].[C:16]([N:23]1[CH2:28][CH2:27][C:26](=O)[CH2:25][CH2:24]1)([O:18][C:19]([CH3:22])([CH3:21])[CH3:20])=[O:17].C(OCC)(=O)C>C(O)C>[CH3:15][O:14][C:13]1[C:4]2[NH:3][C:26]3[CH2:27][CH2:28][N:23]([C:16]([O:18][C:19]([CH3:22])([CH3:21])[CH3:20])=[O:17])[CH2:24][C:25]=3[C:5]=2[C:6]([C:7]([O:9][CH3:10])=[O:8])=[CH:11][CH:12]=1. Procedure details: A mixture of Methyl 3-(2-chlorohydrazino)-4-methoxybenzoate (from step 1) (0.0042 mol) and N-Boc-4-piperidone (0.0063 mol) in ethanol (20 ml) was stirred for 18 h at room temperature. Reaction was concentrated under vacuum and product was isolated with silica gel column chromatography using 20% ethyl acetate in petroleum ether. Starting materials: ClNNC=1C=C(C(=O)OC)C=CC1OC (Methyl 3-(2-chlorohydrazino)-4-methoxybenzoate), C(=O)(OC(C)(C)C)N1CCC(CC1)=O (N-Boc-4-piperidone), C(C)(=O)OCC (ethyl acetate). Run in petroleum ether, C(C)O (ethanol). Run at time 18 hour. The product is COC1=CC=C(C=2C3=C(NC12)CCN(C3)C(=O)OC(C)(C)C)C(=O)OC (2-tert-butyl 9-methyl 6-methoxy-1,3,4,5-tetrahydro-2H-pyrido[4,3-b]indole-2,9-dicarboxylate). Procedure details: The titled compound was synthesized according to the procedure described for preparation of N4-cyclopentyl-5,6-dimethyl-N2-(pyridin-2-ylmethyl)pyrimidine-2,4-diamine (Example 29) using [2-(trifluoromethoxy)phenyl]amine instead of cyclopentanamine. The crude material was purified by column chromatography eluting with mixture of chloroform/ethanol/20% water solution of ammonia (200:10:1), and then the final product was washed with diethyl ether to afford the titled compound as a light-yellow solid... Starting materials: C1(CCCC1)NC1=NC(=NC(=C1C)C)NCC1=NC=CC=C1 (N4-cyclopentyl-5,6-dimethyl-N2-(pyridin-2-ylmethyl)pyrimidine-2,4-diamine), FC(OC1=C(C=CC=C1)N)(F)F ([2-(trifluoromethoxy)phenyl]amine). The product is CC=1C(=NC(=NC1C)NCC1=NC=CC=C1)NC1=C(C=CC=C1)OC(F)(F)F (5,6-dimethyl-N2-(pyridin-2-ylmethyl)-N4-[2-(trifluoromethoxy)phenyl]pyrimidine-2,4-diamine). As a reaction SMILES: C1(N[C:7]2[C:12]([CH3:13])=[C:11]([CH3:14])[N:10]=[C:9]([NH:15][CH2:16][C:17]3[CH:22]=[CH:21][CH:20]=[CH:19][N:18]=3)[N:8]=2)CCCC1.[F:23][C:24]([F:34])([F:33])[O:25][C:26]1[CH:31]=[CH:30][CH:29]=[CH:28][C:27]=1[NH2:32]>>[CH3:13][C:12]1[C:7]([NH:32][C:27]2[CH:28]=[CH:29][CH:30]=[CH:31][C:26]=2[O:25][C:24]([F:33])([F:34])[F:23])=[N:8][C:9]([NH:15][CH2:16][C:17]2[CH:22]=[CH:21][CH:20]=[CH:19][N:18]=2)=[N:10][C:11]=1[CH3:14].